From a dataset of the Open Reaction Database (ORD), a public repository of structured organic reaction records. describe an organic reaction: reactants, conditions, products, and yield Starting materials: CC(C)(C)OC(=O)NCCOc1noc2ccccc12, [Li]CCCC, O=C=O, C1CCOC1, O. Product: CC(C)(C)OC(=O)NCCOc1noc2c(C(=O)O)cccc12. Reaction SMILES: [C:1]([CH3:2])([CH3:3])([CH3:4])[O:5][C:6](=[O:7])[NH:8][CH2:9][CH2:10][O:11][c:12]1[n:13][o:14][c:15]2[c:16]1[cH:17][cH:18][cH:19][cH:20]2.[CH2:21]([Li:22])[CH2:23][CH2:24][CH3:25].[O:26]=[C:27]=[O:28].[O:30]1[CH2:31][CH2:32][CH2:33][CH2:34]1.[OH2:29]>>[C:1]([CH3:2])([CH3:3])([CH3:4])[O:5][C:6](=[O:7])[NH:8][CH2:9][CH2:10][O:11][c:12]1[n:13][o:14][c:15]2[c:16]1[cH:17][cH:18][cH:19][c:20]2[C:27](=[O:26])[OH:28].